describe an organic reaction: reactants, conditions, products, and yield From a dataset of the Open Reaction Database (ORD), a public repository of structured organic reaction records. Starting materials: CCCC[N+](CCCC)(CCCC)CCCC, C1CCOC1, CCOC(=O)COc1ccc(OC(CO[Si](C)(C)C(C)(C)C)c2cccc(-c3ccc(C(F)(F)F)cc3)n2)cc1C, [F-]. Yields the product CCOC(=O)COc1ccc(OC(CO)c2cccc(-c3ccc(C(F)(F)F)cc3)n2)cc1C. As a reaction SMILES: [CH2:43]([N+:44]([CH2:45][CH2:46][CH2:47][CH3:48])([CH2:49][CH2:50][CH2:51][CH3:52])[CH2:53][CH2:54][CH2:55][CH3:56])[CH2:57][CH2:58][CH3:59].[CH2:60]1[O:61][CH2:62][CH2:63][CH2:64]1.[CH3:1][C:2]([Si:3]([CH3:4])([CH3:5])[O:6][CH2:7][CH:8]([c:9]1[n:10][c:11](-[c:15]2[cH:16][cH:17][c:18]([C:21]([F:22])([F:23])[F:24])[cH:19][cH:20]2)[cH:12][cH:13][cH:14]1)[O:25][c:26]1[cH:27][c:28]([CH3:39])[c:29]([O:32][CH2:33][C:34](=[O:35])[O:36][CH2:37][CH3:38])[cH:30][cH:31]1)([CH3:40])[CH3:41].[F-:42]>>[OH:6][CH2:7][CH:8]([c:9]1[n:10][c:11](-[c:15]2[cH:16][cH:17][c:18]([C:21]([F:22])([F:23])[F:24])[cH:19][cH:20]2)[cH:12][cH:13][cH:14]1)[O:25][c:26]1[cH:27][c:28]([CH3:39])[c:29]([O:32][CH2:33][C:34](=[O:35])[O:36][CH2:37][CH3:38])[cH:30][cH:31]1. The reactants are C(C1=CC=CC=C1)Br (benzyl bromide), [H-].[Na+] (Sodium hydride), O[C@@H]1C[C@H](N(C1)C(=O)OCC1=CC=CC=C1)C(=O)OC (1-Benzyl 2-methyl (2S,4R)-4-hydroxypyrrolidine-1,2-dicarboxylate). Reagents/catalysts: [I-].C(CCC)[N+](CCCC)(CCCC)CCCC (Tetra-n-butylammonium iodide). The solvent is C1CCOC1 (THF), C(C)(=O)OCC (ethyl acetate). Reaction conditions: temperature 0 celsius, time 15 minute. Product: C(C1=CC=CC=C1)OCC1=CC=CC=C1 (benzyl ether). Yield: 90.0%. As a reaction SMILES: O[C@H]1CN([C:7]([O:9][CH2:10][C:11]2[CH:16]=[CH:15][CH:14]=[CH:13][CH:12]=2)=O)[C@H](C(OC)=O)C1.[H-].[Na+].C(Br)[C:24]1[CH:29]=[CH:28][CH:27]=[CH:26][CH:25]=1>C1COCC1.[I-].C([N+](CCCC)(CCCC)CCCC)CCC.C(OCC)(=O)C>[CH2:10]([O:9][CH2:7][C:24]1[CH:29]=[CH:28][CH:27]=[CH:26][CH:25]=1)[C:11]1[CH:12]=[CH:13][CH:14]=[CH:15][CH:16]=1 |f:1.2,5.6|. Procedure: 1-Benzyl 2-methyl (2S,4R)-4-hydroxypyrrolidine-1,2-dicarboxylate (6.60 g, 23.6 mmol) was dissolved in dry THF (100 mL) and cooled to 0° C. under nitrogen. Sodium hydride (1.04 g, 26.0 mmol, 60% dispersion in mineral oil) was added in portions and the mixture was stirred for 15 minutes. Tetra-n-butylammonium iodide (0.40 g, 1.0 mmol) and benzyl bromide (3.15 mL, 26.0 mmol) were added and the mixture stirred for one hour at 0° C. and then one hour at room temperature. The mixture was diluted with ... As a reaction SMILES: C(OC(=O)[NH:10][CH2:11][C@H:12]1[CH2:16][CH2:15][N:14]([C:17]2[C:26]3[C:21](=[CH:22][C:23]([CH3:27])=[CH:24][CH:25]=3)[N:20]=[C:19]([C:28]3[CH:33]=[CH:32][CH:31]=[CH:30][C:29]=3[OH:34])[N:18]=2)[CH2:13]1)C1C=CC=CC=1>[Pd].CO>[NH2:10][CH2:11][C@H:12]1[CH2:16][CH2:15][N:14]([C:17]2[C:26]3[C:21](=[CH:22][C:23]([CH3:27])=[CH:24][CH:25]=3)[N:20]=[C:19]([C:28]3[CH:33]=[CH:32][CH:31]=[CH:30][C:29]=3[OH:34])[N:18]=2)[CH2:13]1. Product: NC[C@@H]1CN(CC1)C1=NC(=NC2=CC(=CC=C12)C)C1=C(C=CC=C1)O (2-(4-((R)-3-(aminomethyl)pyrrolidin-1-yl)-7-methylquinazolin-2-yl)phenol). The yield is 45.9%. The reagents and catalysts are [Pd] (Pd/C). The reactants are C(C1=CC=CC=C1)OC(NC[C@@H]1CN(CC1)C1=NC(=NC2=CC(=CC=C12)C)C1=C(C=CC=C1)O)=O (benzyl((R)-1-(2-(2-hydroxyphenyl)-7-methylquinazolin-4-yl)pyrrolidin-3-yl)methylcarbamate). Solvent: CO (MeOH). Procedure: A solution of benzyl((R)-1-(2-(2-hydroxyphenyl)-7-methylquinazolin-4-yl)pyrrolidin-3-yl)methylcarbamate (0.19 g, 0.41 mmol) and MeOH (5 mL) was stirred with Pd/C (20 mg, 10% weight of Pd on carbon) under an H2 atmosphere at ambient pressure overnight. Purification via silica gel chromatography using MeOH in CH2Cl2 (0-10%) gave 2-(4-((R)-3-(aminomethyl)pyrrolidin-1-yl)-7-methylquinazolin-2-yl)phenol (63 mg, 45%). LC/MS: m/z 335.7 (M+H)+ at 1.23 min (10%-99% CH3CN (0.035% TFA)/H2O (0.05% TFA)). Starting materials: N1CCC1 (azetidine), P(=O)(Cl)(Cl)Cl (Phosphorus oxychloride), BrC1=C(C=NN1C)C=1N=CN2N=CNC(C21)=O (5-(5-bromo-1-methyl-1H-pyrazol-4-yl)imidazo[5,1-f][1,2,4]triazin-4(3H)-one), C(C)(C)N(C(C)C)CC (N,N-diisopropylethylamine). Solvent: C1(=CC=CC=C1)C (toluene). Conditions: time 18 hour. Product: N1(CCC1)C1=NC=NN2C1=C(N=C2)C=2C=NN(C2Br)C (4-(azetidin-1-yl)-5-(5-bromo-1-methyl-1H-pyrazol-4-yl)imidazo[5,1-f][1,2,4]triazine). As a reaction SMILES: P(Cl)(Cl)(Cl)=O.[Br:6][C:7]1[N:11]([CH3:12])[N:10]=[CH:9][C:8]=1[C:13]1[N:14]=[CH:15][N:16]2[C:21]=1[C:20](=O)[NH:19][CH:18]=[N:17]2.C([N:26]([CH2:30][CH3:31])[CH:27](C)C)(C)C.N1CCC1>C1(C)C=CC=CC=1>[N:26]1([C:20]2[C:21]3=[C:13]([C:8]4[CH:9]=[N:10][N:11]([CH3:12])[C:7]=4[Br:6])[N:14]=[CH:15][N:16]3[N:17]=[CH:18][N:19]=2)[CH2:27][CH2:31][CH2:30]1. Procedure details: Phosphorus oxychloride (0.046 mL, 0.503 mmol) was added to a mixture of 5-(5-bromo-1-methyl-1H-pyrazol-4-yl)imidazo[5,1-f][1,2,4]triazin-4(3H)-one (50 mg, 0.17 mmol) in toluene (1 mL). After addition of N,N-diisopropylethylamine (99.5%, 0.149 mL, 0.84 mmol), the reaction was allowed to stir at room temperature for 18 hours. After removal of solvent in vacuo, the residue was dissolved in dichloromethane and treated with azetidine (0.023 mL, 0.34 mmol). After 66 hours, the reaction was concentrate... The reactants are C(C)(C)(C)OC(NCCC(C)N1CCC(CC1)NCC1=NC(=CC=C1)C#N)=O ((3-{4-[(6-Cyano-pyridin-2-ylmethyl)-amino]-piperidin-1-yl}-butyl)-carbamic acid tert-butyl ester), C(C)N=C=O (ethyl isocyanate). Solvent: ClCCCl (1,2-dichloroethane). Reaction conditions: temperature 55 celsius, time 16 hour. The product is C(C)(C)(C)OC(NCCC(C)N1CCC(CC1)N(C(=O)NCC)CC1=NC(=CC=C1)C#N)=O ((3-{4-[1-(6-cyano-pyridin-2-ylmethyl)-3-ethyl-ureido]-piperidin-1-yl}-butyl)-carbamic acid tert-butyl ester). The yield is 96.2%. As a reaction SMILES: [C:1]([O:5][C:6](=[O:28])[NH:7][CH2:8][CH2:9][CH:10]([N:12]1[CH2:17][CH2:16][CH:15]([NH:18][CH2:19][C:20]2[CH:25]=[CH:24][CH:23]=[C:22]([C:26]#[N:27])[N:21]=2)[CH2:14][CH2:13]1)[CH3:11])([CH3:4])([CH3:3])[CH3:2].[CH2:29]([N:31]=[C:32]=[O:33])[CH3:30]>ClCCCl>[C:1]([O:5][C:6](=[O:28])[NH:7][CH2:8][CH2:9][CH:10]([N:12]1[CH2:13][CH2:14][CH:15]([N:18]([CH2:19][C:20]2[CH:25]=[CH:24][CH:23]=[C:22]([C:26]#[N:27])[N:21]=2)[C:32]([NH:31][CH2:29][CH3:30])=[O:33])[CH2:16][CH2:17]1)[CH3:11])([CH3:2])([CH3:3])[CH3:4]. Procedure details: (3-{4-[(6-Cyano-pyridin-2-ylmethyl)-amino]-piperidin-1-yl}-butyl)-carbamic acid tert-butyl ester (0.067 g, 0.17 mmol) and ethyl isocyanate (20 μL, 0.25 mmol) were combined in 1,2-dichloroethane (5 ml) and the resulting mixture was stirred at 55° C. for 16 h. The solvent was removed in vacuo and the crude residue was purified by column chromatography on silica gel (CH2Cl2:MeOH:NH4OH, 93:6:1, v/v/v) to give (3-{4-[1-(6-cyano-pyridin-2-ylmethyl)-3-ethyl-ureido]-piperidin-1-yl}-butyl)-carbamic acid ... Starting materials: CC1(OCC(O1)C1=NC(=NC=C1)N)C (4-(2,2-dimethyl-1,3-dioxolan-4-yl)pyrimidin-2-amine), O.C1(=CC=C(C=C1)S(=O)(=O)O)C (p-toluenesulfonic acid monohydrate), N1C=NC=C1 (imidazole), [Si](C)(C)(C(C)(C)C)Cl (tert-butyldimethylsilyl chloride). The solvent is CO (methanol), CN(C=O)C (N,N-dimethylformamide). Conditions: time 8 hour. The product is NC1=NC=CC(=N1)C(CO[Si](C)(C)C(C)(C)C)O (1-(2-aminopyrimidin-4-yl)-2-(tert-butyldimethylsilyloxy)ethanol). Yield: 8.6%. RXN SMILES: CC1(C)[O:6][CH:5]([C:7]2[CH:12]=[CH:11][N:10]=[C:9]([NH2:13])[N:8]=2)[CH2:4][O:3]1.O.C1(C)C=CC(S(O)(=O)=O)=CC=1.N1C=CN=C1.[Si:32](Cl)([C:35]([CH3:38])([CH3:37])[CH3:36])([CH3:34])[CH3:33]>CO.CN(C)C=O>[NH2:13][C:9]1[N:8]=[C:7]([CH:5]([OH:6])[CH2:4][O:3][Si:32]([C:35]([CH3:38])([CH3:37])[CH3:36])([CH3:34])[CH3:33])[CH:12]=[CH:11][N:10]=1 |f:1.2|. Reported procedure: To a solution of 4-(2,2-dimethyl-1,3-dioxolan-4-yl)pyrimidin-2-amine (2f) (7.18 g) in methanol (300 mL) was added p-toluenesulfonic acid monohydrate (10.49 g) and the solution was stirred at room temperature overnight. The mixture was filtered through sodium carbonate and concentrated under vacuum to give a brown solid that was dissolved in N,N-dimethylformamide (400 mL) to which was added imidazole (5.2 g) and tert-butyldimethylsilyl chloride (7.7 g) and the solution was stirred at room tempera...